Dataset: the Open Reaction Database (ORD), a public repository of structured organic reaction records. Task: describe an organic reaction: reactants, conditions, products, and yield Starting materials: OC(CCCC(C=O)C)(C)C (6-hydroxy-2,6-dimethylheptanal), ( 1 ). The solvent is O (water). Yields the product CC(C=O)CCC=C(C)C (2,6-dimethyl-5-heptenal). RXN SMILES: O[C:2]([CH3:11])([CH3:10])[CH2:3][CH2:4][CH2:5][CH:6]([CH3:9])[CH:7]=[O:8]>O>[CH3:9][CH:6]([CH2:5][CH2:4][CH:3]=[C:2]([CH3:11])[CH3:10])[CH:7]=[O:8]. Procedure: A process for preparing 6-hydroxy-2,6-dimethylheptanal defined by one of the structures: ##STR16## comprising the steps of (1) forming an emulsion of 2,6-dimethyl-5-heptenal with water using an emulsifying agent which is an alkali metal salt of a long chain fatty acid; (2) reacting sodium sulfite with the 2,6-dimethyl-5-heptenal in the presence of boric acid while it is in the emulsion whereby a sulfite-aldehyde addition salt of 2,6-dimethyl-5-heptenal is formed, the reaction taking place at a t... Reactants: N(=NC(=O)OCC)C(=O)OCC (diethyl azodicarboxylate), C(=O)(OC(C)(C)C)N[C@H]1CC[C@H](CC1)O (cis-4-(N-BOC-amino)-cyclohexanol), ON1C(C=2C(C1=O)=CC=CC2)=O (N-hydroxyphthalimide), C1(=CC=CC=C1)P(C1=CC=CC=C1)C1=CC=CC=C1 (triphenylphosphine). The solvent is C1=CC=CC=C1 (benzene), C1=CC=CC=C1 (benzene). Yields the product C(=O)(OC(C)(C)C)N[C@@H]1CC[C@H](CC1)ON1C(C2=CC=CC=C2C1=O)=O (2-[trans-4-(N-BOC-amino)-cyclohexyloxy]-1H-isoindole-1,3(2H)-dione). Reaction SMILES: N(C(OCC)=O)=NC(OCC)=O.[C:13]([NH:20][C@@H:21]1[CH2:26][CH2:25][C@H:24]([OH:27])[CH2:23][CH2:22]1)([O:15][C:16]([CH3:19])([CH3:18])[CH3:17])=[O:14].O[N:29]1[C:33](=[O:34])[C:32]2=[CH:35][CH:36]=[CH:37][CH:38]=[C:31]2[C:30]1=[O:39].C1(P(C2C=CC=CC=2)C2C=CC=CC=2)C=CC=CC=1>C1C=CC=CC=1>[C:13]([NH:20][C@H:21]1[CH2:22][CH2:23][C@H:24]([O:27][N:29]2[C:33](=[O:34])[C:32]3[C:31](=[CH:38][CH:37]=[CH:36][CH:35]=3)[C:30]2=[O:39])[CH2:25][CH2:26]1)([O:15][C:16]([CH3:19])([CH3:18])[CH3:17])=[O:14]. Procedure: A solution of 12 ml (0.0718 mol) of diethyl azodicarboxylate (93%) in 80 ml of benzene is added dropwise to a mixture of 14.62 g (0.06791 mol) of cis-4-(N-BOC-amino)-cyclohexanol, 11.1 g (0.068 mol) of N-hydroxyphthalimide, 17.84 g (0.068 mol) of triphenylphosphine and 600 ml of benzene at 20°-30° C., while stirring. The reaction mixture is further stirred at room temperature for 15 hours and then evaporated in vacuo. The residue is purified by flash chromatography on silica gel of particle size... The reactants are CCOC1CN(C(C)=O)CC1Nc1nc(CC)c(-c2ccc(Cl)cc2Cl)nc1CC, CCOC(=O)Cl. Product: CCOC(=O)N1CC(Nc2nc(CC)c(-c3ccc(Cl)cc3Cl)nc2CC)C(OCC)C1. As a reaction SMILES: [C:1](=[O:2])([CH3:3])[N:4]1[CH2:5][CH:6]([NH:12][c:13]2[n:14][c:15]([CH2:29][CH3:30])[c:16](-[c:21]3[c:22]([Cl:28])[cH:23][c:24]([Cl:27])[cH:25][cH:26]3)[n:17][c:18]2[CH2:19][CH3:20])[CH:7]([O:9][CH2:10][CH3:11])[CH2:8]1.[Cl:31][C:32](=[O:33])[O:34][CH2:35][CH3:36]>>[N:4]1([C:32](=[O:33])[O:34][CH2:35][CH3:36])[CH2:5][CH:6]([NH:12][c:13]2[n:14][c:15]([CH2:29][CH3:30])[c:16](-[c:21]3[c:22]([Cl:28])[cH:23][c:24]([Cl:27])[cH:25][cH:26]3)[n:17][c:18]2[CH2:19][CH3:20])[CH:7]([O:9][CH2:10][CH3:11])[CH2:8]1.